This data is from the Open Reaction Database (ORD), a public repository of structured organic reaction records. The task is: describe an organic reaction: reactants, conditions, products, and yield Reactants: C(CN)N (ethylenediamine), C(C)N(C)C=1C=C(C(C=O)=CC1)O (4-(N-ethyl-N-methylamino)salicylaldehyde). Conditions: temperature 70 celsius. Yields the product C(C)N(C)C=1C=C(C(C=NCCN=CC=2C(O)=CC(=CC2)N(CC)C)=CC1)O (N,N′-Bis[4-(N-ethyl-N-methylamino)salicylidene]-1,2-ethylenediamine). RXN SMILES: [CH2:1]([NH2:4])[CH2:2][NH2:3].[CH2:5]([N:7]([C:9]1[CH:10]=[C:11]([OH:17])[C:12](=[CH:15][CH:16]=1)[CH:13]=O)[CH3:8])[CH3:6]>>[CH2:5]([N:7]([C:9]1[CH:10]=[C:11]([OH:17])[C:12](=[CH:15][CH:16]=1)[CH:13]=[N:3][CH2:2][CH2:1][N:4]=[CH:13][C:12]1[C:11](=[CH:10][C:9]([N:7]([CH3:8])[CH2:5][CH3:6])=[CH:16][CH:15]=1)[OH:17])[CH3:8])[CH3:6]. Procedure details: A solution of 80 mg (1.33 mmol) of ethylenediamine is added dropwise, at room temperature, to a solution of 500 mg (2.79 mmol) of 4-(N-ethyl-N-methylamino)salicylaldehyde and the reaction solution is heated for 4 hours at 70° C. After cooling to room temperature, the precipitate formed is filtered off, washed with a small amount of cold ethanol and dried in a vacuum drying cabinet at 30° C. Starting materials: CCCC[N+](CCCC)(CCCC)CCCC, CCCC(=O)CC(=O)OCC, N#Cc1ccccc1-c1ccc(CCl)cn1, Cl, [H-], [I-], [Na+], C1CCOC1. Yields the product CCCC(=O)C(Cc1ccc(-c2ccccc2C#N)nc1)C(=O)OCC. RXN SMILES: [CH2:37]([N+:38]([CH2:39][CH2:40][CH2:41][CH3:42])([CH2:43][CH2:44][CH2:45][CH3:46])[CH2:47][CH2:48][CH2:49][CH3:50])[CH2:51][CH2:52][CH3:53].[CH3:3][CH2:4][CH2:5][C:6](=[O:7])[CH2:8][C:9](=[O:10])[O:11][CH2:12][CH3:13].[Cl:14][CH2:15][c:16]1[cH:17][cH:18][c:19](-[c:22]2[c:23]([C:24]#[N:25])[cH:26][cH:27][cH:28][cH:29]2)[n:20][cH:21]1.[ClH:30].[H-:1].[I-:36].[Na+:2].[O:31]1[CH2:32][CH2:33][CH2:34][CH2:35]1>>[CH3:3][CH2:4][CH2:5][C:6](=[O:7])[CH:8]([C:9](=[O:10])[O:11][CH2:12][CH3:13])[CH2:15][c:16]1[cH:17][cH:18][c:19](-[c:22]2[c:23]([C:24]#[N:25])[cH:26][cH:27][cH:28][cH:29]2)[n:20][cH:21]1. Reactants: ClC1=NC=CC=2C1=CN(N2)C2=C(C=CC=C2Cl)Cl (4-chloro-2-(2,6-dichlorophenyl)-2H-pyrazolo[4,3-c]pyridine), C1(CC1)C(=O)N (cyclopropanecarboxamide), CC1(C2=C(C(=CC=C2)P(C3=CC=CC=C3)C4=CC=CC=C4)OC5=C(C=CC=C51)P(C6=CC=CC=C6)C7=CC=CC=C7)C (Xantphos), C(=O)([O-])[O-].[Cs+].[Cs+] (Cs2CO3). Reagents/catalysts: C=1C=CC(=CC1)/C=C/C(=O)/C=C/C2=CC=CC=C2.C=1C=CC(=CC1)/C=C/C(=O)/C=C/C2=CC=CC=C2.C=1C=CC(=CC1)/C=C/C(=O)/C=C/C2=CC=CC=C2.[Pd].[Pd] (Pd2(dba)3). Solvent: O1CCOCC1 (dioxane). Yields the product ClC1=C(C(=CC=C1)Cl)N1N=C2C(C(=NC=C2)NC(=O)C2CC2)=C1 (N-(2-(2,6-dichlorophenyl)-2H-pyrazolo[4,3-c]pyridin-4-yl)cyclopropanecarboxamide). Isolated yield 34.3%. As a reaction SMILES: Cl[C:2]1[C:7]2=[CH:8][N:9]([C:11]3[C:16]([Cl:17])=[CH:15][CH:14]=[CH:13][C:12]=3[Cl:18])[N:10]=[C:6]2[CH:5]=[CH:4][N:3]=1.[CH:19]1([C:22]([NH2:24])=[O:23])[CH2:21][CH2:20]1.CC1(C)C2C(=C(P(C3C=CC=CC=3)C3C=CC=CC=3)C=CC=2)OC2C(P(C3C=CC=CC=3)C3C=CC=CC=3)=CC=CC1=2.C([O-])([O-])=O.[Cs+].[Cs+]>O1CCOCC1.C1C=CC(/C=C/C(/C=C/C2C=CC=CC=2)=O)=CC=1.C1C=CC(/C=C/C(/C=C/C2C=CC=CC=2)=O)=CC=1.C1C=CC(/C=C/C(/C=C/C2C=CC=CC=2)=O)=CC=1.[Pd].[Pd]>[Cl:18][C:12]1[CH:13]=[CH:14][CH:15]=[C:16]([Cl:17])[C:11]=1[N:9]1[CH:8]=[C:7]2[C:2]([NH:24][C:22]([CH:19]3[CH2:21][CH2:20]3)=[O:23])=[N:3][CH:4]=[CH:5][C:6]2=[N:10]1 |f:3.4.5,7.8.9.10.11|. Procedure details: A suspension of 4-chloro-2-(2,6-dichlorophenyl)-2H-pyrazolo[4,3-c]pyridine (25 mg, 0.084 mmol), cyclopropanecarboxamide (16 mg, 0.19 mmol), Xantphos (14 mg, 0.024 mmol), Pd2(dba)3 (14 mg, 0.016 mmol) and Cs2CO3 (152 mg, 0.470 mmol) in dry dioxane (4.0 mL) was sealed in a microwave vial after degassing with nitrogen. The mixture was irradiated at 160° C. for 60 minutes in the microwave and then cooled to room temperature. The solid material was removed via filtration and the filtrate was purified... The reactants are BrC=1C=C(C=C2[N+](=CC(=NC12)O)[O-])C (8-bromo-6-methyl-2-quinoxalinol 4-oxide), S(=O)([O-])S(=O)[O-].[Na+].[Na+] (sodium dithionite). Run in C(C)O (ethanol), O (water). Conditions: time 1 hour. Product: BrC=1C=C(C=C2N=CC(=NC12)O)C (8-bromo-6-methyl-2-quinoxalinol). Yield: 65.3%. Reaction SMILES: [Br:1][C:2]1[CH:3]=[C:4]([CH3:14])[CH:5]=[C:6]2[C:11]=1[N:10]=[C:9]([OH:12])[CH:8]=[N+:7]2[O-].S(S([O-])=O)([O-])=O.[Na+].[Na+]>C(O)C.O>[Br:1][C:2]1[CH:3]=[C:4]([CH3:14])[CH:5]=[C:6]2[C:11]=1[N:10]=[C:9]([OH:12])[CH:8]=[N:7]2 |f:1.2.3|. Procedure details: The title compound of Step C (25 g, 98 mmol) and sodium dithionite (38 g, 220 mmol) were suspended in a mixture of ethanol (1000 mL) and water (200 mL) at room temperature. After 1 h, most of the solvent was removed under reduced pressure. The residue was diluted with water and acidified with hydrochloric acid. Insolubles were removed by filtration. The filtrate was extracted twice with methylene chloride. The combined organic extracts were dried (MgSO4), filtered, and concentrated under reduced... Starting materials: ClC=1C=CC2=C(CCC=3C(=NC=CC3)C2=CC2=CC(=CC=C2)B2OC(C(O2)(C)C)(C)C)C1 (8-chloro-11-[3-(4,4,5,5-tetramethyl-[1,3,2]dioxaborolan-2-yl)-benzylidene]-6,11-dihydro-5H-benzo[5,6]cyclohepta[1,2-b]pyridine), CC(=O)O (HOAc), O (water), OO (H2O2). The solvent is C1CCOC1 (THF). Product: ClC=1C=CC2=C(CCC=3C(=NC=CC3)C2=CC=2C=C(C=CC2)O)C1 (3-(8-chloro-5,6-dihydro-benzo[5,6]cyclohepta[1,2-b]pyridin-11-ylidenemethyl)-phenol). As a reaction SMILES: [Cl:1][C:2]1[CH:3]=[CH:4][C:5]2[C:15](=[CH:16][C:17]3[CH:22]=[CH:21][CH:20]=[C:19](B4OC(C)(C)C(C)(C)O4)[CH:18]=3)[C:10]3=[N:11][CH:12]=[CH:13][CH:14]=[C:9]3[CH2:8][CH2:7][C:6]=2[CH:32]=1.CC(O)=[O:35].O.OO>C1COCC1>[Cl:1][C:2]1[CH:3]=[CH:4][C:5]2[C:15](=[CH:16][C:17]3[CH:18]=[C:19]([OH:35])[CH:20]=[CH:21][CH:22]=3)[C:10]3=[N:11][CH:12]=[CH:13][CH:14]=[C:9]3[CH2:8][CH2:7][C:6]=2[CH:32]=1. Procedure: Mix 8-chloro-11-[3-(4,4,5,5-tetramethyl-[1,3,2]dioxaborolan-2-yl)-benzylidene]-6,11-dihydro-5H-benzo[5,6]cyclohepta[1,2-b]pyridine (300 mg, 0.68 mmol), HOAc (1 mL), water (1 mL), THF (5 mL) and 30% H2O2 (mL). Stir the reaction at RT for 4 h. Quench with aqueous Na2S2O3 and extract the product into EtOAc. Dry (MgSO4) and concentrate to give 250 mg crude product. Purify by column chromatography (15% ethyl acetate/hexane) to give 66 mg 3-(8-chloro-5,6-dihydro-benzo[5,6]cyclohepta[1,2-b]pyridin-11-y... The reactants are CC(C)(C)OC(=O)Cn1cc(-c2ccccc2)n(CC2CC2)c1=O, ClCCl. Reaction SMILES: [CH:1]1([CH2:4][n:5]2[c:6](=[O:24])[n:7]([CH2:16][C:17](=[O:18])[O:19][C:20]([CH3:21])([CH3:22])[CH3:23])[cH:8][c:9]2-[c:10]2[cH:11][cH:12][cH:13][cH:14][cH:15]2)[CH2:2][CH2:3]1.[Cl:25][CH2:26][Cl:27]>>[CH:1]1([CH2:4][n:5]2[c:6](=[O:24])[n:7]([CH2:16][C:17](=[O:18])[OH:19])[cH:8][c:9]2-[c:10]2[cH:11][cH:12][cH:13][cH:14][cH:15]2)[CH2:2][CH2:3]1. Product: O=C(O)Cn1cc(-c2ccccc2)n(CC2CC2)c1=O. Product: C(C)(=O)C=1C=C(C=C(C1O)Br)CC(=O)O ((3-acetyl-5-bromo-4-hydroxy-phenyl)-acetic acid). The yield is 47.0%. Reaction SMILES: [C:1]([C:4]1[CH:5]=[C:6](CC#N)[CH:7]=[C:8]([Br:11])[C:9]=1[OH:10])(=[O:3])[CH3:2].OS(O)(=O)=O.O.[C:21]([OH:24])(=[O:23])[CH3:22]>>[C:1]([C:4]1[CH:5]=[C:6]([CH2:22][C:21]([OH:24])=[O:23])[CH:7]=[C:8]([Br:11])[C:9]=1[OH:10])(=[O:3])[CH3:2]. The reactants are C(C)(=O)C=1C=C(C=C(C1O)Br)CC#N ((3-acetyl-5-bromo-4-hydroxy-phenyl)-acetonitrile), OS(=O)(=O)O (H2SO4), O (water), C(C)(=O)O (acetic acid). Reported procedure: (3-acetyl-5-bromo-4-hydroxy-phenyl)-acetonitrile 213 (6 g, 23.6, mmol) is refluxed in a mixture of 50 mL acetic acid, 5 mL conc. H2SO4 and 5 mL water for about 2-3 h. This refluxed mixture is cooled to ambient temperature and poured onto ice forming a solid. The solid is isolated and recrystallized from a ethanol-water mixture to yield (3-acetyl-5-bromo-4-hydroxy-phenyl)-acetic acid 214 in a 47% yield. The reactants are C=CCn1c(SC)nc(C(F)(F)F)cc1=O, [Cl-], Nc1cc(C(F)(F)F)ccc1C(F)(F)F, [H-], [NH4+], [Na+], CN(C)C=O. Yields the product C=CCn1c(Nc2cc(C(F)(F)F)ccc2C(F)(F)F)nc(C(F)(F)F)cc1=O. Reaction SMILES: [CH2:1]([CH:2]=[CH2:3])[n:4]1[c:5]([S:15][CH3:16])[n:6][c:7]([C:11]([F:12])([F:13])[F:14])[cH:8][c:9]1=[O:10].[Cl-:34].[F:17][C:18]([c:19]1[c:20]([NH2:21])[cH:22][c:23]([C:26]([F:27])([F:28])[F:29])[cH:24][cH:25]1)([F:30])[F:31].[H-:32].[NH4+:35].[Na+:33].[O:36]=[CH:37][N:38]([CH3:39])[CH3:40]>>[CH2:1]([CH:2]=[CH2:3])[n:4]1[c:5]([NH:21][c:20]2[c:19]([C:18]([F:17])([F:30])[F:31])[cH:25][cH:24][c:23]([C:26]([F:27])([F:28])[F:29])[cH:22]2)[n:6][c:7]([C:11]([F:12])([F:13])[F:14])[cH:8][c:9]1=[O:10]. Reactants: N (ammonia), C(C)OC(CC1=COC2=C1C=CC(=C2)COC(C)=O)=O ((6-Acetoxymethyl-benzofuran-3-yl)-acetic acid ethyl ester), N (ammonia). Reaction conditions: temperature 60 celsius. The product is OCC1=CC2=C(C(=CO2)CC(=O)N)C=C1 (2-(6-hydroxymethyl-benzofuran-3-yl)-acetamide), solid. Isolated yield 90.0%. As a reaction SMILES: C([O:3][C:4](=O)[CH2:5][C:6]1[C:10]2[CH:11]=[CH:12][C:13]([CH2:15][O:16]C(=O)C)=[CH:14][C:9]=2[O:8][CH:7]=1)C.[NH3:21]>>[OH:16][CH2:15][C:13]1[CH:12]=[CH:11][C:10]2[C:6]([CH2:5][C:4]([NH2:21])=[O:3])=[CH:7][O:8][C:9]=2[CH:14]=1. Reported procedure: (6-Acetoxymethyl-benzofuran-3-yl)-acetic acid ethyl ester (0.80 g, 2.90 mmol) was added to liquid ammonia at −78° C., the reaction flask was sealed and heated at 60° C. for 6 days. The reaction mixture was cooled, the excess of ammonia was allowed to evaporate and the residue was washed with in hexane and precipitated to give the 2-(6-hydroxymethyl-benzofuran-3-yl)-acetamide as an off white solid (0.54 g, 90%). 1H NMR (DMSO-d6, 400 MHz) 3.46 (s, 2H), 4.60 (d, J=5.6 Hz, 1H), 5.25 (t, J=5.6 Hz, 1H...